From a dataset of the Open Reaction Database (ORD), a public repository of structured organic reaction records. describe an organic reaction: reactants, conditions, products, and yield Starting materials: O=C(c1ncc[nH]1)c1ncc[nH]1, C1CCOC1, COCCOc1ccc(N)cc1C(F)(F)F, ClCC(Cl)Cl, Nc1ccc(Oc2ccnc3[nH]ccc23)cc1. Product: COCCOc1ccc(NC(=O)Nc2ccc(Oc3ccnc4[nH]ccc34)cc2)cc1C(F)(F)F. RXN SMILES: [C:17](=[O:18])([c:19]1[nH:20][cH:21][cH:22][n:23]1)[c:24]1[nH:25][cH:26][cH:27][n:28]1.[CH2:29]1[O:30][CH2:31][CH2:32][CH2:33]1.[CH3:1][O:2][CH2:3][CH2:4][O:5][c:6]1[c:7]([C:13]([F:14])([F:15])[F:16])[cH:8][c:9]([NH2:10])[cH:11][cH:12]1.[Cl:51][CH2:52][CH:53]([Cl:54])[Cl:55].[nH:34]1[cH:35][cH:36][c:37]2[c:38]1[n:39][cH:40][cH:41][c:42]2[O:43][c:44]1[cH:45][cH:46][c:47]([NH2:48])[cH:49][cH:50]1>>[CH3:1][O:2][CH2:3][CH2:4][O:5][c:6]1[c:7]([C:13]([F:14])([F:15])[F:16])[cH:8][c:9]([NH:10][C:17](=[O:18])[NH:48][c:47]2[cH:46][cH:45][c:44]([O:43][c:42]3[c:37]4[cH:36][cH:35][nH:34][c:38]4[n:39][cH:40][cH:41]3)[cH:50][cH:49]2)[cH:11][cH:12]1. The reactants are CC(C)(C)OC(=O)N1CCNCC1, CC1=C(C=CC=N1)Br. The reagents and catalysts are CC(C)(C)[O-].[Na+], CC(C)OC1=C(C(=CC=C1)OC(C)C)C2=CC=CC=C2P(C3CCCCC3)C4CCCCC4, CC(=O)O.CC(=O)O.[Pd]. The solvent is CC1=CC=CC=C1. Conditions: temperature 100 celsius. Yields the product CC1=C(C=CC=N1)N2CCN(CC2)C(=O)OC(C)(C)C. The yield is 92.5%. Procedure: Palladium acetate (65 mg, 0.29 mmol) and RuPhos (271mg, 0.58mmol) were dissolved in toluene (10 mL), degassed and purged with nitrogen and warmed to 50°C for 15 minutes.  In a separate vessel, were mixed 3-bromo-2-methyl pyridine (1.00g, 5.81 mmol), BOC-piperazine (1.08g, 5.81mmol), sodium tertbutoxide and toluene (17 mL). The mixture was degassed, purged with nitrogen and warmed to 50°C.  The catalyst was transferred to the reaction vessel and the mixture degassed and purged with nitrogen. The ... Starting materials: O=C(Cl)CCCCBr, COc1ccc(-n2nc(C(N)=O)c3c2C(=O)N(c2ccc(C(C)(C)C#N)cc2)CC3)cc1, C1CCOC1, CC(C)(C)[O-], CCO, Cl, [K+]. Reaction SMILES: [Br:34][CH2:35][CH2:36][CH2:37][CH2:38][C:39](=[O:40])[Cl:41].[C:1](#[N:2])[C:3]([CH3:4])([CH3:5])[c:6]1[cH:7][cH:8][c:9]([N:12]2[C:13](=[O:32])[c:14]3[c:15]([c:18]([C:29](=[O:30])[NH2:31])[n:19][n:20]3-[c:21]3[cH:22][cH:23][c:24]([O:27][CH3:28])[cH:25][cH:26]3)[CH2:16][CH2:17]2)[cH:10][cH:11]1.[CH2:51]1[O:52][CH2:53][CH2:54][CH2:55]1.[CH3:42][C:43]([CH3:44])([O-:45])[CH3:46].[CH3:48][CH2:49][OH:50].[ClH:33].[K+:47]>>[CH2:1]([N:2]1[CH2:35][CH2:36][CH2:37][CH2:38][C:39]1=[O:40])[C:3]([CH3:4])([CH3:5])[c:6]1[cH:7][cH:8][c:9]([N:12]2[C:13](=[O:32])[c:14]3[c:15]([c:18]([C:29](=[O:30])[NH2:31])[n:19][n:20]3-[c:21]3[cH:22][cH:23][c:24]([O:27][CH3:28])[cH:25][cH:26]3)[CH2:16][CH2:17]2)[cH:10][cH:11]1. Product: COc1ccc(-n2nc(C(N)=O)c3c2C(=O)N(c2ccc(C(C)(C)CN4CCCCC4=O)cc2)CC3)cc1. The product is Nc1ccc2[nH]nc(Nc3nc(-c4ccccc4C(F)(F)F)nc4ccccc34)c2c1. Reactants: CO, O=[N+]([O-])c1ccc2[nH]nc(Nc3nc(-c4ccccc4C(F)(F)F)nc4ccccc34)c2c1. RXN SMILES: [CH3:34][OH:35].[N+:1]([O-:2])(=[O:3])[c:4]1[cH:5][c:6]2[c:7]([NH:13][c:14]3[n:15][c:16](-[c:24]4[c:25]([C:30]([F:31])([F:32])[F:33])[cH:26][cH:27][cH:28][cH:29]4)[n:17][c:18]4[cH:19][cH:20][cH:21][cH:22][c:23]34)[n:8][nH:9][c:10]2[cH:11][cH:12]1>>[NH2:1][c:4]1[cH:5][c:6]2[c:7]([NH:13][c:14]3[n:15][c:16](-[c:24]4[c:25]([C:30]([F:31])([F:32])[F:33])[cH:26][cH:27][cH:28][cH:29]4)[n:17][c:18]4[cH:19][cH:20][cH:21][cH:22][c:23]34)[n:8][nH:9][c:10]2[cH:11][cH:12]1. The reactants are B, CSC, O=C(Cc1ccc(I)cc1)N1CCOCC1, [Na+], C1CCOC1, [OH-]. Product: Ic1ccc(CCN2CCOCC2)cc1. As a reaction SMILES: [BH3:20].[CH3:17][S:18][CH3:19].[I:1][c:2]1[cH:3][cH:4][c:5]([CH2:8][C:9](=[O:10])[N:11]2[CH2:12][CH2:13][O:14][CH2:15][CH2:16]2)[cH:6][cH:7]1.[Na+:22].[O:23]1[CH2:24][CH2:25][CH2:26][CH2:27]1.[OH-:21]>>[I:1][c:2]1[cH:3][cH:4][c:5]([CH2:8][CH2:9][N:11]2[CH2:12][CH2:13][O:14][CH2:15][CH2:16]2)[cH:6][cH:7]1. Reactants: CC(C)(C)OC(=O)NC1CCC(CCOS(C)(=O)=O)CC1, O=C([O-])[O-], C1CCNC1, CC#N, [K+], [K+], O. As a reaction SMILES: [C:1]([CH3:2])([CH3:3])([CH3:4])[O:5][C:6](=[O:7])[NH:8][CH:9]1[CH2:10][CH2:11][CH:12]([CH2:15][CH2:16][O:17][S:18]([CH3:19])(=[O:20])=[O:21])[CH2:13][CH2:14]1.[C:22](=[O:23])([O-:24])[O-:25].[CH2:28]1[CH2:29][CH2:30][NH:31][CH2:32]1.[CH3:34][C:35]#[N:36].[K+:26].[K+:27].[OH2:33]>>[C:1]([CH3:2])([CH3:3])([CH3:4])[O:5][C:6](=[O:7])[NH:8][CH:9]1[CH2:10][CH2:11][CH:12]([CH2:15][CH2:16][N:31]2[CH2:30][CH2:29][CH2:28][CH2:32]2)[CH2:13][CH2:14]1. The product is CC(C)(C)OC(=O)NC1CCC(CCN2CCCC2)CC1. Starting materials: [H-].[Na+] (sodium hydride), FC1=C(C#N)C(=CC=C1)F (2,6-difluorobenzonitrile), ice water, CC(C1=CC=C(C=C1)F)O (alpha-methyl-4-fluorobenzyl alcohol). Run in CN(C=O)C (dimethylformamide), CN(C=O)C (dimethylformamide), CN(C=O)C (dimethylformamide). Reaction conditions: time 45 minute. Product: FC1=C(C#N)C(=CC=C1)OC(C)C1=CC=C(C=C1)F (2-fluoro-6-[1-(4-flurophenyl)-ethoxy]-benzonitrile). Yield: 77.1%. As a reaction SMILES: [CH3:1][CH:2]([OH:10])[C:3]1[CH:8]=[CH:7][C:6]([F:9])=[CH:5][CH:4]=1.[H-].[Na+].[F:13][C:14]1[CH:21]=[CH:20][CH:19]=[C:18](F)[C:15]=1[C:16]#[N:17]>CN(C)C=O>[F:13][C:14]1[CH:21]=[CH:20][CH:19]=[C:18]([O:10][CH:2]([C:3]2[CH:8]=[CH:7][C:6]([F:9])=[CH:5][CH:4]=2)[CH3:1])[C:15]=1[C:16]#[N:17] |f:1.2|. Procedure: A solution of alpha-methyl-4-fluorobenzyl alcohol (0.7 ml; 5.5 mmol) in dimethylformamide was added to a cooled (0° C.) slurry of sodium hydride (220 mg; 5.5 mmol) in dimethylformamide under nitrogen atmosphere. The reaction mixture was slowly warmed to room temperature, and stirred for 45 minutes. In another vessel, a solution of 2,6-difluorobenzonitrile (765 mg, 5.5 mmol) in dimethylformamide was chilled to 0° C., and activated anion was added over 20 minutes. Mixture was then stirred 2 hours ...